Dataset: the Open Reaction Database (ORD), a public repository of structured organic reaction records. Task: describe an organic reaction: reactants, conditions, products, and yield The reactants are S(=O)(=O)(O)O.NC=1NC=CN1 (2-aminoimidazole sulfate), C(C)(=O)C(C(=O)OC)=CC1CCCCC1 (methyl 2-acetyl-3-cyclohexylacrylate). The product is C1(CCCCC1)C1C(=C(NC=2N1C=CN2)C)C(=O)OC (5-cyclohexyl-6-methoxycarbonyl-7-methyl-5,8-dihydroimidazo[1,2-a]pyrimidine). As a reaction SMILES: S(O)(O)(=O)=O.[NH2:6][C:7]1[NH:8][CH:9]=[CH:10][N:11]=1.[C:12]([C:15](=[CH:20][CH:21]1[CH2:26][CH2:25][CH2:24][CH2:23][CH2:22]1)[C:16]([O:18][CH3:19])=[O:17])(=O)[CH3:13]>>[CH:21]1([CH:20]2[N:8]3[CH:9]=[CH:10][N:11]=[C:7]3[NH:6][C:12]([CH3:13])=[C:15]2[C:16]([O:18][CH3:19])=[O:17])[CH2:26][CH2:25][CH2:24][CH2:23][CH2:22]1 |f:0.1|. Reported procedure: Crystals are obtained by reacting 6.8 of 2-aminoimidazole sulfate with 10.5 g of methyl 2-acetyl-3-cyclohexylacrylate in a similar manner as described in Example 13. Recrystallization from methanol gives 4.8 g of 5-cyclohexyl-6-methoxycarbonyl-7-methyl-5,8-dihydroimidazo[1,2-a]pyrimidine, melting at 178° C. Starting materials: COc1ccc(Cl)cc1C, O, O=[N+]([O-])O, O=S(=O)(O)O. The product is COc1c(C)cc(Cl)cc1[N+](=O)[O-]. As a reaction SMILES: [Cl:1][c:2]1[cH:3][c:4]([CH3:10])[c:5]([O:8][CH3:9])[cH:6][cH:7]1.[OH2:20].[OH:11][N+:12]([O-:13])=[O:14].[S:15](=[O:16])(=[O:17])([OH:18])[OH:19]>>[Cl:1][c:2]1[cH:3][c:4]([CH3:10])[c:5]([O:8][CH3:9])[c:6]([N+:12](=[O:11])[O-:13])[cH:7]1.